From a dataset of the Open Reaction Database (ORD), a public repository of structured organic reaction records. describe an organic reaction: reactants, conditions, products, and yield Starting materials: IC (Iodomethane), resultant mixture, C1(CCCC1)C(=O)OCC (ethyl cyclopentanecarboxylate), [Li]CCCC (nBuLi), hexanes, C(C)(C)N(C(C)C)C(C)C (thisopropylamine). The solvent is O (water), C1CCOC1 (THF), C1CCOC1 (THF). Reaction conditions: temperature -78 celsius, time 1 hour. Product: CC1(CCCC1)C(=O)OCC (ethyl 1-methylcyclopentanecarboxylate). The yield is 85.0%. RXN SMILES: [Li][CH2:2]CCC.C(N(C(C)C)C(C)C)(C)C.[CH:16]1([C:21]([O:23][CH2:24][CH3:25])=[O:22])[CH2:20][CH2:19][CH2:18][CH2:17]1.IC>C1COCC1.O>[CH3:2][C:16]1([C:21]([O:23][CH2:24][CH3:25])=[O:22])[CH2:20][CH2:19][CH2:18][CH2:17]1. Reported procedure: A solution of nBuLi in hexanes (242 mL, 387 mmol) was added to a −78° C. solution of thisopropylamine (39.1 g, 387 mmol) in anhydrous THF (300 mL) and the resultant mixture was stirred for 30 min at −78° C. A solution of ethyl cyclopentanecarboxylate (50 g, 352 mmol) in anhydrous THF (150 mL) was added dropwise into the mixture and the reaction mixture was stirred at −78° C. for 1 h. Iodomethane (79.2 g, 558 mmol) was added dropwise and the resulting mixture was warmed to RT and stirred overnigh... Reactants: ClC(=O)OCC(C)C (isobutyl chloroformate), C(C)(C)(C)OC(NC=1COC[C@@](N1)(C(F)F)C1=C(C=CC(=C1)N)F)=O ([(R)-5-(5-amino-2-fluoro-phenyl)-5-difluoromethyl-5,6-dihydro-2H-[1,4]oxazin-3-yl]-carbamic acid tert-butyl ester), C(#N)C=1C=C(C(=NC1)C(=O)O)C (5-cyano-3-methylpyridine-2-carboxylic acid), CN1CCOCC1 (N-methylmorpholine). Solvent: C1CCOC1 (THF). Yields the product C(C)(C)(C)OC(NC=1COC[C@@](N1)(C(F)F)C1=C(C=CC(=C1)NC(=O)C1=NC=C(C=C1C)C#N)F)=O (((R)-5-{5-[(5-Cyano-3-methyl-pyridine-2-carbonyl)-amino]-2-fluoro-phenyl}-5-difluoromethyl-5,6-dihydro-2H-[1,4]oxazin-3-yl)-carbamic acid tert-butyl ester). As a reaction SMILES: [C:1]([O:5][C:6](=[O:25])[NH:7][C:8]1[CH2:9][O:10][CH2:11][C@:12]([C:17]2[CH:22]=[C:21]([NH2:23])[CH:20]=[CH:19][C:18]=2[F:24])([CH:14]([F:16])[F:15])[N:13]=1)([CH3:4])([CH3:3])[CH3:2].[C:26]([C:28]1[CH:29]=[C:30]([CH3:37])[C:31]([C:34](O)=[O:35])=[N:32][CH:33]=1)#[N:27].CN1CCOCC1.ClC(OCC(C)C)=O>C1COCC1>[C:1]([O:5][C:6](=[O:25])[NH:7][C:8]1[CH2:9][O:10][CH2:11][C@:12]([C:17]2[CH:22]=[C:21]([NH:23][C:34]([C:31]3[C:30]([CH3:37])=[CH:29][C:28]([C:26]#[N:27])=[CH:33][N:32]=3)=[O:35])[CH:20]=[CH:19][C:18]=2[F:24])([CH:14]([F:16])[F:15])[N:13]=1)([CH3:4])([CH3:2])[CH3:3]. Procedure details: To a mixture of [(R)-5-(5-amino-2-fluoro-phenyl)-5-difluoromethyl-5,6-dihydro-2H-[1,4]oxazin-3-yl]-carbamic acid tert-butyl ester (636 g, 1.77 mol) and 5-cyano-3-methylpyridine-2-carboxylic acid (301 g, 1.86 mol) was added THF (4.2 L) under N2 atmosphere at ambient temperature. To the stirring mixture was added N-methylmorpholine (428 mL, 3.89 mol) and the mixture was stirred to form a homogeneous solution. The reaction solution was cooled to 0-5° C. before addition of isobutyl chloroformate (25... Reactants: OC(CC(=O)OC)CCCCC (methyl 3-hydroxyoctanoate). Run in OC(CC(=O)OC)CCC=CC (methyl 3-hydroxy-6-octenoate). The product is O=C(CC(=O)OC)CCC=CC (methyl 3-oxo-6-octenoate). Reaction SMILES: [OH:1][CH:2]([CH2:8][CH2:9][CH2:10][CH2:11][CH3:12])[CH2:3][C:4]([O:6][CH3:7])=[O:5]>OC(CCC=CC)CC(OC)=O>[O:1]=[C:2]([CH2:8][CH2:9][CH:10]=[CH:11][CH3:12])[CH2:3][C:4]([O:6][CH3:7])=[O:5]. Procedure: The hydrogenation of methyl acetoacetate results in methyl 3-hydroxybutanoate; the hydrogenation of methyl 3-oxovalerate results in methyl 3-hydroxypentanoate; and the hydrogenation of methyl 3-oxo-6-octenoate results in a mixture of methyl 3-hydroxyoctanoate and methyl 3-hydroxy-6-octenoate. Starting materials: B(Br)(Br)Br (boron tribromide), COC1=CC=C(C=C1)C=1N=C(NC1C1=CC=C(C=C1)OC)SCCCCCN(C(=O)NC1=C(C=C(C=C1)F)F)CCCCCCC (N-[5-[4,5-bis(4-methoxyphenyl)-1H-imidazol-2-ylthio]pentyl]-N'-(2,4-difluorophenyl)-N-heptylurea), ice. The solvent is C(Cl)Cl (methylene chloride), C(Cl)Cl (methylene chloride). Reaction conditions: time 1 hour. The product is OC1=CC=C(C=C1)C=1N=C(NC1C1=CC=C(C=C1)O)SCCCCCN(C(=O)NC1=C(C=C(C=C1)F)F)CCCCCCC (N-[5-[4,5-bis(4-hydroxyphenyl)-1H-imidazol-2-ylthio]pentyl]-N'-(2,4-difluorophenyl)-N-heptylurea). Reaction SMILES: C[O:2][C:3]1[CH:8]=[CH:7][C:6]([C:9]2[N:10]=[C:11]([S:22][CH2:23][CH2:24][CH2:25][CH2:26][CH2:27][N:28]([CH2:40][CH2:41][CH2:42][CH2:43][CH2:44][CH2:45][CH3:46])[C:29]([NH:31][C:32]3[CH:37]=[CH:36][C:35]([F:38])=[CH:34][C:33]=3[F:39])=[O:30])[NH:12][C:13]=2[C:14]2[CH:19]=[CH:18][C:17]([O:20]C)=[CH:16][CH:15]=2)=[CH:5][CH:4]=1.B(Br)(Br)Br>C(Cl)Cl>[OH:2][C:3]1[CH:4]=[CH:5][C:6]([C:9]2[N:10]=[C:11]([S:22][CH2:23][CH2:24][CH2:25][CH2:26][CH2:27][N:28]([CH2:40][CH2:41][CH2:42][CH2:43][CH2:44][CH2:45][CH3:46])[C:29]([NH:31][C:32]3[CH:37]=[CH:36][C:35]([F:38])=[CH:34][C:33]=3[F:39])=[O:30])[NH:12][C:13]=2[C:14]2[CH:19]=[CH:18][C:17]([OH:20])=[CH:16][CH:15]=2)=[CH:7][CH:8]=1. Procedure: To a stirred solution of N-[5-[4,5-bis(4-methoxyphenyl)-1H-imidazol-2-ylthio]pentyl]-N'-(2,4-difluorophenyl)-N-heptylurea (0.78 g, 0.0012 mol) in methylene chloride (30 mL) cooled to -78° under a nitrogen atmosphere, 1M boron tribromide in methylene chloride (3.6 mL) was added. The reaction mixture stirred for 1 hour at 0°, was poured over ice (100 mL) and extracted with ethyl acetate (2×50 mL). The combined organic layer was washed with 10% aqueous NaHCO3 (50 mL), water, brine, dried over magne... Reactants: N1C(NC=C1)=O (dihydroimidazolone), [N+](=O)([O-])C1=C(C(=O)Cl)C=CC=C1 (2-nitrobenzoyl chloride), [N+](=O)([O-])C1=CC=CC=C1 (nitrobenzene). Solvent: [Al+3].[Cl-].[Cl-].[Cl-] (AlCl3). Conditions: temperature 65 celsius. Yields the product [N+](=O)([O-])C1=CC=C(C(=O)N2C(NC=C2)=O)C=C1 (4-nitrobenzoyl-1,3-dihydroimidazol-2-one). Isolated yield 45.0%. Reaction SMILES: [NH:1]1[CH:5]=[CH:4][NH:3][C:2]1=[O:6].[N+](C1C=CC=CC=1[C:12](Cl)=[O:13])([O-])=O.[N+:19]([C:22]1[CH:27]=[CH:26][CH:25]=[CH:24][CH:23]=1)([O-:21])=[O:20]>[Al+3].[Cl-].[Cl-].[Cl-]>[N+:19]([C:22]1[CH:27]=[CH:26][C:25]([C:12]([N:1]2[CH:5]=[CH:4][NH:3][C:2]2=[O:6])=[O:13])=[CH:24][CH:23]=1)([O-:21])=[O:20] |f:3.4.5.6|. Procedure: To a solution of dihydroimidazolone 1a (1.0 g, 11.9 mmol) in 24 mL 1M AlCl3 in nitrobenzene was added 2-nitrobenzoyl chloride (2.2 g, 11.9 mmol), and the reaction was heated in a 65° C. oil bath for 6 h. The reaction was poured over ice during which a solid formed. The reaction was filtered through a sintered glass funnel and the solid washed with water and diethyl ether and dried in vacuum dessicator to give 1.26 g (45% yield) of 4-nitrobenzoyl-1,3-dihydroimidazol-2-one 1b. Starting materials: [N+](=O)([O-])C=1C(=C2C(CC(OC2=C(C1C)C)(C)COC)O)C (6-nitro-4-hydroxy-2-methoxymethyl-2,5,7,8-tetramethylchroman), C1=CC=CC=C1 (benzene), C1(=CC=C(C=C1)S(=O)(=O)O)C (p-toluenesulfonic acid). The solvent is O (water). Yields the product [N+](=O)([O-])C=1C(=C2C=CC(OC2=C(C1C)C)(C)COC)C (6-nitro-2-methoxymethyl-2,5,7,8-tetramethyl (2H) chromene). Isolated yield 99.1%. Reaction SMILES: [N+:1]([C:4]1[C:5]([CH3:21])=[C:6]2[C:11](=[C:12]([CH3:15])[C:13]=1[CH3:14])[O:10][C:9]([CH2:17][O:18][CH3:19])([CH3:16])[CH2:8][CH:7]2O)([O-:3])=[O:2].C1C=CC=CC=1.C1(C)C=CC(S(O)(=O)=O)=CC=1>O>[N+:1]([C:4]1[C:5]([CH3:21])=[C:6]2[C:11](=[C:12]([CH3:15])[C:13]=1[CH3:14])[O:10][C:9]([CH2:17][O:18][CH3:19])([CH3:16])[CH:8]=[CH:7]2)([O-:3])=[O:2]. Procedure: To 10.1 g of 6-nitro-4-hydroxy-2-methoxymethyl-2,5,7,8-tetramethylchroman, 200 ml of benzene was added and 1.0 g of p-toluenesulfonic acid was added, followed by heating at reflux for 2 hours using a Dean-Stark apparatus. The reaction solution was poured into water and then extracted with ethyl acetate. The organic layer was washed with an aqueous saturated sodium hydrogen carbonate solution, washed with saturated saline and then dried over anhydrous magnesium sulfate. After removing magnesium s... Starting materials: CCO, CCOC(=O)CCNC(=O)c1ccc(NC(c2sc3ncccc3c2C)C2CCCCC2)cc1, [Na+], C1CCOC1, [OH-]. Yields the product Cc1c(C(Nc2ccc(C(=O)NCCC(=O)O)cc2)C2CCCCC2)sc2ncccc12. As a reaction SMILES: [CH3:42][CH2:43][OH:44].[CH:1]1([CH:7]([c:8]2[c:9]([CH3:17])[c:10]3[c:11]([n:12][cH:13][cH:14][cH:15]3)[s:16]2)[NH:18][c:19]2[cH:20][cH:21][c:22]([C:25](=[O:26])[NH:27][CH2:28][CH2:29][C:30](=[O:31])[O:32][CH2:33][CH3:34])[cH:23][cH:24]2)[CH2:2][CH2:3][CH2:4][CH2:5][CH2:6]1.[Na+:41].[O:35]1[CH2:36][CH2:37][CH2:38][CH2:39]1.[OH-:40]>>[CH:1]1([CH:7]([c:8]2[c:9]([CH3:17])[c:10]3[c:11]([n:12][cH:13][cH:14][cH:15]3)[s:16]2)[NH:18][c:19]2[cH:20][cH:21][c:22]([C:25](=[O:26])[NH:27][CH2:28][CH2:29][C:30](=[O:31])[OH:32])[cH:23][cH:24]2)[CH2:2][CH2:3][CH2:4][CH2:5][CH2:6]1.